From a dataset of the Open Reaction Database (ORD), a public repository of structured organic reaction records. describe an organic reaction: reactants, conditions, products, and yield The reactants are C(#N)[BH3-].[Na+] (sodium cyanoborohydride), NC=1C=2N(C=C(C1)C)C(=C(N2)C)C (8-amino-2,3,6-trimethylimidazo[1,2-a]pyridine), C(C)C1=C(C=O)C(=CC=C1)CC (2,6-diethylbenzaldehyde). Reagents/catalysts: [Cl-].[Zn+2].[Cl-] (zinc(II)chloride). Solvent: CO (methanol). Yields the product dichloromethylene ethylacetate, C(C)C1=C(CNC=2C=3N(C=C(C2)C)C(=C(N3)C)C)C(=CC=C1)CC (8-(2,6-diethylbenzylamino) 2,3,6-trimethylimidazo[1,2-a]pyridine). Isolated yield 46.7%. As a reaction SMILES: [NH2:1][C:2]1[C:3]2[N:4]([C:9]([CH3:13])=[C:10]([CH3:12])[N:11]=2)[CH:5]=[C:6]([CH3:8])[CH:7]=1.[CH2:14]([C:16]1[CH:23]=[CH:22][CH:21]=[C:20]([CH2:24][CH3:25])[C:17]=1[CH:18]=O)[CH3:15].C([BH3-])#N.[Na+]>CO.[Cl-].[Zn+2].[Cl-]>[CH2:24]([C:20]1[CH:21]=[CH:22][CH:23]=[C:16]([CH2:14][CH3:15])[C:17]=1[CH2:18][NH:1][C:2]1[C:3]2[N:4]([C:9]([CH3:13])=[C:10]([CH3:12])[N:11]=2)[CH:5]=[C:6]([CH3:8])[CH:7]=1)[CH3:25] |f:2.3,5.6.7|. Reported procedure: A stirred mixture of 8-amino-2,3,6-trimethylimidazo[1,2-a]pyridine (0.5 g, 2.8 mmol), 2,6-diethylbenzaldehyde (0.7 g, 4.3 mmol) and zinc(II)chloride (0.44 g, 3 mmol) in 50 ml methanol was treated with sodium cyanoborohydride (0.19 g, 3 mmol) and then refluxed for 20 h. The methanol was evaporated under reduced pressure and the residue was dissolved in dichloromethylene and water. The organic layer was separated, dried over sodium sulfate and evaporated under reduced pressure. The residue was chr...